This data is from the Open Reaction Database (ORD), a public repository of structured organic reaction records. The task is: describe an organic reaction: reactants, conditions, products, and yield Procedure: 54 mg (0.49 mmol) of 3-hydroxyazetidine hydrochloride, 97 mg (0.46 mmol) of sodium triacetoxyborohydride and 0.13 ml (2.35 mmol) of acetic acid were added in succession to a solution of 90 mg (0.32 mmol) of the compound of Example 36A in 3.2 ml of dichloromethane, and the mixture was stirred at RT for 1 h. A little water was then added, and the mixture was concentrated on a rotary evaporator. The residue was purified by preparative HPLC (Method 18). Evaporation of the appropriate fractions and d... Starting materials: Cl.OC1CNC1 (3-hydroxyazetidine hydrochloride), C(C)(=O)O[BH-](OC(C)=O)OC(C)=O.[Na+] (sodium triacetoxyborohydride), C(C)(=O)O (acetic acid), C(=O)C=1C=C(C(=O)O)C=C(C1)S(F)(F)(F)(F)F (3-Formyl-5-(pentafluoro-λ6-sulphanyl)benzoic acid). RXN SMILES: Cl.OC1CNC1.C(O[BH-](OC(=O)C)OC(=O)C)(=O)C.[Na+].C(O)(=O)C.[CH:25]([C:27]1[CH:28]=[C:29]([CH:33]=[C:34]([S:36]([F:41])([F:40])([F:39])([F:38])[F:37])[CH:35]=1)[C:30]([OH:32])=[O:31])=[O:26]>ClCCl.O>[OH:26][CH2:25][C:27]1[CH:28]=[C:29]([CH:33]=[C:34]([S:36]([F:41])([F:37])([F:38])([F:39])[F:40])[CH:35]=1)[C:30]([OH:32])=[O:31] |f:0.1,2.3|. Yields the product OCC=1C=C(C(=O)O)C=C(C1)S(F)(F)(F)(F)F (3-(Hydroxymethyl)-5-(pentafluoro-λ6-sulphanyl)benzoic acid). Solvent: ClCCl (dichloromethane), O (water). Conditions: time 1 hour. The reactants are COC1=C(C=C2C(C=CNC2=C1)=O)C(=O)OC (7-methoxy-6-methoxycarbonyl-1,4-dihydroquinolin-4-one), S(=O)(Cl)Cl (thionyl chloride). Run in CN(C)C=O (DMF). Conditions: time 2 hour. The product is ClC1=CC=NC2=CC(=C(C=C12)C(=O)OC)OC (4-chloro-7-methoxy-6-methoxycarbonylquinoline). The yield is 70.0%. As a reaction SMILES: [CH3:1][O:2][C:3]1[CH:12]=[C:11]2[C:6]([C:7](=O)[CH:8]=[CH:9][NH:10]2)=[CH:5][C:4]=1[C:14]([O:16][CH3:17])=[O:15].S(Cl)([Cl:20])=O>CN(C=O)C>[Cl:20][C:7]1[C:6]2[C:11](=[CH:12][C:3]([O:2][CH3:1])=[C:4]([C:14]([O:16][CH3:17])=[O:15])[CH:5]=2)[N:10]=[CH:9][CH:8]=1. Procedure details: A mixture of 7-methoxy-6-methoxycarbonyl-1,4-dihydroquinolin-4-one (5.4 g, 23 mmol), DMF (0.4 ml) and thionyl chloride (75 ml) was heated at reflux for 2 hours and then stirred at ambient temperature for a further 2 hours. The excess thionyl chloride was removed by evaporation and by azeotroping with toluene. The residue was suspended in methylene chloride and washed with saturated aqueous sodium hydrogen carbonate solution. The organic layer was separated, dried by passing through phase separat... The product is Cc1cccc2sc(C(=O)C(C)Br)cc12. The reactants are [Br-], [Br-], [Br-], CCC(=O)c1cc2c(C)cccc2s1, C1CCOC1, C[N+](C)(C)c1ccccc1, C[N+](C)(C)c1ccccc1, C[N+](C)(C)c1ccccc1. Reaction SMILES: [Br-:1].[Br-:2].[Br-:3].[CH3:34][c:35]1[cH:36][cH:37][cH:38][c:39]2[s:40][c:41]([C:44]([CH2:45][CH3:46])=[O:47])[cH:42][c:43]12.[O:48]1[CH2:49][CH2:50][CH2:51][CH2:52]1.[c:14]1([N+:15]([CH3:16])([CH3:17])[CH3:18])[cH:19][cH:20][cH:21][cH:22][cH:23]1.[c:24]1([N+:25]([CH3:26])([CH3:27])[CH3:28])[cH:29][cH:30][cH:31][cH:32][cH:33]1.[c:4]1([N+:5]([CH3:6])([CH3:7])[CH3:8])[cH:9][cH:10][cH:11][cH:12][cH:13]1>>[Br:1][CH:45]([C:44]([c:41]1[s:40][c:39]2[cH:38][cH:37][cH:36][c:35]([CH3:34])[c:43]2[cH:42]1)=[O:47])[CH3:46]. Reactants: ClCCl, OC1CCC(N2c3nc(NC4CCC5(CC4)OCCO5)ncc3NC2Nc2ccc(F)cc2F)CC1, O=C(O)C(F)(F)F. Product: O=C1CCC(Nc2ncc3c(n2)N(C2CCC(O)CC2)C(Nc2ccc(F)cc2F)N3)CC1. RXN SMILES: [CH2:44]([Cl:45])[Cl:46].[F:1][c:2]1[c:3]([NH:9][CH:10]2[N:11]([CH:30]3[CH2:31][CH2:32][CH:33]([OH:36])[CH2:34][CH2:35]3)[c:12]3[n:13][c:14]([NH:19][CH:20]4[CH2:21][CH2:22][C:23]5([O:24][CH2:27][CH2:26][O:25]5)[CH2:28][CH2:29]4)[n:15][cH:16][c:17]3[NH:18]2)[cH:4][cH:5][c:6]([F:8])[cH:7]1.[OH:37][C:38]([C:39]([F:40])([F:41])[F:42])=[O:43]>>[F:1][c:2]1[c:3]([NH:9][CH:10]2[N:11]([CH:30]3[CH2:31][CH2:32][CH:33]([OH:36])[CH2:34][CH2:35]3)[c:12]3[n:13][c:14]([NH:19][CH:20]4[CH2:21][CH2:22][C:23](=[O:24])[CH2:28][CH2:29]4)[n:15][cH:16][c:17]3[NH:18]2)[cH:4][cH:5][c:6]([F:8])[cH:7]1. Starting materials: CCSc1cccc2c1C(c1cccc(Cl)c1)=NCc1nnc(CCl)n1-2, NCC1CC1, Cl, [K+], C1CCOC1, [OH-]. The product is CCSc1cccc2c1C(c1cccc(Cl)c1)=NCc1nnc(CNCC3CC3)n1-2. Reaction SMILES: [CH2:9]([CH3:10])[S:11][c:12]1[cH:13][cH:14][cH:15][c:16]2[c:17]1[C:18]([c:28]1[cH:29][c:30]([Cl:34])[cH:31][cH:32][cH:33]1)=[N:19][CH2:20][c:21]1[n:22]-2[c:23]([CH2:26][Cl:27])[n:24][n:25]1.[CH:4]1([CH2:7][NH2:8])[CH2:5][CH2:6]1.[ClH:3].[K+:2].[O:35]1[CH2:36][CH2:37][CH2:38][CH2:39]1.[OH-:1]>>[CH:4]1([CH2:7][NH:8][CH2:26][c:23]2[n:22]3[c:21]([n:25][n:24]2)[CH2:20][N:19]=[C:18]([c:28]2[cH:29][c:30]([Cl:34])[cH:31][cH:32][cH:33]2)[c:17]2[c:12]([S:11][CH2:9][CH3:10])[cH:13][cH:14][cH:15][c:16]2-3)[CH2:5][CH2:6]1. Isolated yield 68.0%. Starting materials: NC1=C2N=C(N(C2=NC(=N1)OCCCC)CC1=CC=CC=C1)OC (6-Amino-9-benzyl-2-butoxy-8-methoxypurine), N (ammonia). Procedure: 6-Amino-9-benzyl-2-butoxy-8-methoxypurine (20 mg, 0.061 mmol) in concentrated hydrochloric acid (5 ml) was stirred for 3 hours at room temperature. The reaction mixture was made basic with 28% aqueous ammonia. The resulting crystals were filtered, washed with water, and the crude product was purified by silica gel chromatography (3% methanol/chloroform) to give the subject compound (13 mg, yield 68%). The solvent is Cl (hydrochloric acid). As a reaction SMILES: [NH2:1][C:2]1[N:10]=[C:9]([O:11][CH2:12][CH2:13][CH2:14][CH3:15])[N:8]=[C:7]2[C:3]=1[N:4]=[C:5]([O:23]C)[N:6]2[CH2:16][C:17]1[CH:22]=[CH:21][CH:20]=[CH:19][CH:18]=1.N>Cl>[NH2:1][C:2]1[N:10]=[C:9]([O:11][CH2:12][CH2:13][CH2:14][CH3:15])[N:8]=[C:7]2[C:3]=1[N:4]=[C:5]([OH:23])[N:6]2[CH2:16][C:17]1[CH:22]=[CH:21][CH:20]=[CH:19][CH:18]=1. Product: NC1=C2N=C(N(C2=NC(=N1)OCCCC)CC1=CC=CC=C1)O (6-Amino-9-benzyl-2-butoxy-8-hydroxypurine). Reactants: oxalate salt, CC1=C(C=CC(=C1)C(=O)O)C1=CC=CC=C1 (2-methylbiphenyl-4-carboxylic acid), CN(CCOC1=C(C=C2C=CNC2=C1)OC)C (6-(2-dimethylaminoethoxy)-5-methoxy-1H-indole), C(C)(=O)C1=C(C=C(C=C1)C1=CC=C(C=C1)C(=O)O)C (4'-Acetyl-3'-methylbiphenyl-4-carboxylic acid). Product: CN(CCOC1=C(C=C2C=CN(C2=C1)C(=O)C1=CC(=C(C=C1)C1=CC=CC=C1)C)OC)C (6-(2-Dimethylaminoethoxy)-5-methoxy-1-(2-methylbiphenyl-4-carbonyl)-1H-indole). RXN SMILES: [CH3:1][C:2]1[CH:7]=[C:6]([C:8]([OH:10])=O)[CH:5]=[CH:4][C:3]=1[C:11]1[CH:16]=[CH:15][CH:14]=[CH:13][CH:12]=1.[CH3:17][N:18]([CH3:33])[CH2:19][CH2:20][O:21][C:22]1[CH:30]=[C:29]2[C:25]([CH:26]=[CH:27][NH:28]2)=[CH:24][C:23]=1[O:31][CH3:32].C(C1C=CC(C2C=CC(C(O)=O)=CC=2)=CC=1C)(=O)C>>[CH3:17][N:18]([CH3:33])[CH2:19][CH2:20][O:21][C:22]1[CH:30]=[C:29]2[C:25]([CH:26]=[CH:27][N:28]2[C:8]([C:6]2[CH:5]=[CH:4][C:3]([C:11]3[CH:16]=[CH:15][CH:14]=[CH:13][CH:12]=3)=[C:2]([CH3:1])[CH:7]=2)=[O:10])=[CH:24][C:23]=1[O:31][CH3:32]. Reported procedure: The title compound was prepared from 2-methylbiphenyl-4-carboxylic acid (D23) and 6-(2-dimethylaminoethoxy)-5-methoxy-1H-indole (D13) using a similar procedure to Example 4 (80%). This was converted to its oxalate salt to afford a white solid. mp 152°-154° C. Reactants: O=C1N(CCCC1CCC1=NC2=NC=CC=C2C=C1)CC(=O)OCC (Ethyl 2-Oxo-3-[2-([1,8]-naphthyridin-2-yl)ethyl]piperidin-1-yl-acetate). Reagents/catalysts: [Pd] (Pd/C). Run in CCOC(=O)C (EtOAc). Conditions: time 24 hour. Product: O=C1N(CCCC1CCC1=NC=2NCCCC2C=C1)CC(=O)OCC (Ethyl 2-Oxo-3-[2-(5,6,7,8-tetrahydro-[1,8]-naphthyridin-2-yl)ethyl]piperidin-1-yl-acetate). As a reaction SMILES: [O:1]=[C:2]1[CH:7]([CH2:8][CH2:9][C:10]2[CH:19]=[CH:18][C:17]3[C:12](=[N:13][CH:14]=[CH:15][CH:16]=3)[N:11]=2)[CH2:6][CH2:5][CH2:4][N:3]1[CH2:20][C:21]([O:23][CH2:24][CH3:25])=[O:22]>[Pd].CCOC(C)=O>[O:1]=[C:2]1[CH:7]([CH2:8][CH2:9][C:10]2[CH:19]=[CH:18][C:17]3[CH2:16][CH2:15][CH2:14][NH:13][C:12]=3[N:11]=2)[CH2:6][CH2:5][CH2:4][N:3]1[CH2:20][C:21]([O:23][CH2:24][CH3:25])=[O:22]. Procedure details: A mixture of 1-6 (102 mg, 0.3 mmol), 10% Pd/C (50 mg), and EtOAc (25 mL) was stirred under a hydrogen atmosphere (1 atm) for 24 h. The catalyst was then removed by filtration through celite and the filtrate concentrated. Flash chromatography (silica, 20% CH3OH/EtOAc) gave 1-7 as a yellow gum. Starting materials: C(CC)C1=NC2=C(C(NCC2)C(=O)OCC)N1CC1=CC=C(C=C1)C1=C(C=CC=C1)C(=O)OC(C)(C)C (ethyl 2-n-propyl-3-[2'-(t-butoxycarbonyl)biphenyl-4-yl]methyl-4,5,6,7-tetrahydroimidazo[4,5-c]pyridine-4-carboxylate), C([O-])([O-])=O.[K+].[K+] (potassium carbonate), C(C=C)Br (allyl bromide), O1CCCC1 (tetrahydrofuran). Run in C(Cl)(Cl)Cl (chloroform). Reaction conditions: time 8 hour. The product is C(CC)C1=NC2=C(C(N(CC2)CC=C)C(=O)OCC)N1CC1=CC=C(C=C1)C1=C(C=CC=C1)C(=O)OC(C)(C)C (ethyl 2-n-propyl-5-allyl-3-[2'-(t-butoxycarbonyl)biphenyl- 4-yl]methyl-4,5,6,7-tetrahydroimidazo[4,5-c]pyridine-4-carboxylate). The yield is 59.3%. Reaction SMILES: [CH2:1]([C:4]1[N:17]([CH2:18][C:19]2[CH:24]=[CH:23][C:22]([C:25]3[CH:30]=[CH:29][CH:28]=[CH:27][C:26]=3[C:31]([O:33][C:34]([CH3:37])([CH3:36])[CH3:35])=[O:32])=[CH:21][CH:20]=2)[C:7]2[CH:8]([C:12]([O:14][CH2:15][CH3:16])=[O:13])[NH:9][CH2:10][CH2:11][C:6]=2[N:5]=1)[CH2:2][CH3:3].C(=O)([O-])[O-].[K+].[K+].[CH2:44](Br)[CH:45]=[CH2:46].O1CCCC1>C(Cl)(Cl)Cl>[CH2:1]([C:4]1[N:17]([CH2:18][C:19]2[CH:20]=[CH:21][C:22]([C:25]3[CH:30]=[CH:29][CH:28]=[CH:27][C:26]=3[C:31]([O:33][C:34]([CH3:35])([CH3:37])[CH3:36])=[O:32])=[CH:23][CH:24]=2)[C:7]2[CH:8]([C:12]([O:14][CH2:15][CH3:16])=[O:13])[N:9]([CH2:46][CH:45]=[CH2:44])[CH2:10][CH2:11][C:6]=2[N:5]=1)[CH2:2][CH3:3] |f:1.2.3|. Reported procedure: A mixture of ethyl 2-n-propyl-3-[2'-(t-butoxycarbonyl)biphenyl-4-yl]methyl-4,5,6,7-tetrahydroimidazo[4,5-c]pyridine-4-carboxylate (0.20 g), potassium carbonate (0.082 g), allyl bromide (0.057 g) and tetrahydrofuran (2 ml) is stirred overnight at room temperature. To the mixture is added chloroform, and the mixture is washed, dried and evaporated. The residue is purified by silica gel column chromatography (solvent; chloroform/methanol) to give ethyl 2-n-propyl-5-allyl-3-[2'-(t-butoxycarbonyl)bip... Reactants: ClC1=NC(=CC2=CC(=CC=C12)OC)NC1=NNC=C1 ((1-chloro-6-methoxy-isoquinolin-3-yl)-(1H-pyrazol-3-yl)-amine), C1=C(C=CC2=CC=CC=C12)B(O)O (2-naphthaleneboronic acid). Yields the product COC=1C=C2C=C(N=C(C2=CC1)C1=CC2=CC=CC=C2C=C1)NC1=NNC=C1 ((6-methoxy-1-naphthalen-2-yl-isoquinolin-3-yl)-(1H-pyrazol-3-yl)-amine). RXN SMILES: Cl[C:2]1[C:11]2[C:6](=[CH:7][C:8]([O:12][CH3:13])=[CH:9][CH:10]=2)[CH:5]=[C:4]([NH:14][C:15]2[CH:19]=[CH:18][NH:17][N:16]=2)[N:3]=1.[CH:20]1[C:29]2[C:24](=[CH:25][CH:26]=[CH:27][CH:28]=2)[CH:23]=[CH:22][C:21]=1B(O)O>>[CH3:13][O:12][C:8]1[CH:7]=[C:6]2[C:11](=[CH:10][CH:9]=1)[C:2]([C:22]1[CH:21]=[CH:20][C:29]3[C:24](=[CH:25][CH:26]=[CH:27][CH:28]=3)[CH:23]=1)=[N:3][C:4]([NH:14][C:15]1[CH:19]=[CH:18][NH:17][N:16]=1)=[CH:5]2. Reported procedure: Similar procedure as described in example 131 was used, starting from (1-chloro-6-methoxy-isoquinolin-3-yl)-(1H-pyrazol-3-yl)-amine and 2-naphthaleneboronic acid to give (6-methoxy-1-naphthalen-2-yl-isoquinolin-3-yl)-(1H-pyrazol-3-yl)-amine. LC-MS m/e 367(MH+).